From a dataset of the Open Reaction Database (ORD), a public repository of structured organic reaction records. describe an organic reaction: reactants, conditions, products, and yield Starting materials: COC(C(=C)C)=O (methylmethacrylate), CC(C)(C#N)N=NC(C)(C)C#N (AIBN), C(C)N(CC)CCOC(C=C)=O (2-(N',N'-diethylamino)ethylacrylate), C(CCCCCCCCCCCCCCCCC)OC(C(=C)C)=O (stearylmethacrylate). Solvent: C1=CC=CC=C1 (benzene). Product: C(C)N(CC)CCOC(C(=C)C)=O (2-(N',N'-diethylamino)ethylmethacrylate), COC(C(=C)C)=O (methylmethacrylate). RXN SMILES: [CH2:1]([N:3]([CH2:6][CH2:7][O:8][C:9](=[O:12])[CH:10]=[CH2:11])[CH2:4][CH3:5])[CH3:2].[CH2:13](OC(=O)C(C)=C)CCCCCCCCCCCCCCCCC.[CH3:37][O:38][C:39](=[O:43])[C:40]([CH3:42])=[CH2:41].CC(N=NC(C#N)(C)C)(C#N)C>C1C=CC=CC=1>[CH2:1]([N:3]([CH2:6][CH2:7][O:8][C:9](=[O:12])[C:10]([CH3:13])=[CH2:11])[CH2:4][CH3:5])[CH3:2].[CH3:37][O:38][C:39](=[O:43])[C:40]([CH3:42])=[CH2:41]. Procedure details: A copolymer of 2-(N',N'-diethylamino)ethylmethacrylate, stearylmetacrylate, and methylmethacrylate was prepared by charging 0.048 mole of 2-(N',N'-diethylamino)ethylacrylate, 0.002 moles of stearylmethacrylate and 0.15 moles of methylmethacrylate in a retort containing 0.002 moles of AIBN. The retort had in accordance with Example 1 been gassed with nitrogen gas for half an hour before charging. The components were dissolved in dry benzene. The reactants are [Cl-].[NH4+] (ammonium chloride), [O-2].[Ca+2] (calcium oxide), N (ammonia), C(CC(=O)C)(=O)OC (methyl acetoacetate), C(CCC)(=O)Cl (butyryl chloride), Cl (hydrochloric acid). Run in O (water), C(Cl)Cl (methylene chloride). Conditions: time 1 hour. The product is C(CCC)(=O)CC(=O)OC (methyl butyrylacetate). Isolated yield 97.8%. RXN SMILES: [O-2].[Ca+2].[C:3]([O:9][CH3:10])(=[O:8])[CH2:4][C:5]([CH3:7])=[O:6].[C:11](Cl)(=O)[CH2:12]CC.[Cl-].[NH4+].N.Cl>C(Cl)Cl.O>[C:5]([CH2:4][C:3]([O:9][CH3:10])=[O:8])(=[O:6])[CH2:7][CH2:11][CH3:12] |f:0.1,4.5|. Procedure: 56 g (1 mol) of calcium oxide were placed in 650 ml of methylene chloride, and 116 g (1 mol) of methyl acetoacetate were added dropwise at 20° to 30° C. over 0.5 hour. Stirring was then continued for 1 hour at this temperature. 116 g (1.05 mol) of butyryl chloride were then metered in at a temperature of 30°-35° C. over one hour and stirring was then continued for 3 hours at this temperature. 54 g (1 mol) of ammonium chloride in 300 ml of water were then added to the viscous suspension at 30° C.... The reactants are ONC(=O)N (hydroxy urea), Cl (HCl), C(C)(=O)CC(C)=O (acetyl acetone). Run at temperature 2 celsius. Product: Cl.CC=1N=C([N+](=C(C1)C)[O-])O (4,6-Dimethylpyrimidine-2-ol-1-oxide hydrochloride). As a reaction SMILES: [OH:1][NH:2][C:3]([NH2:5])=[O:4].[C:6]([CH2:9][C:10](=O)[CH3:11])(=O)[CH3:7].[ClH:13]>>[ClH:13].[CH3:7][C:6]1[N:5]=[C:3]([OH:4])[N+:2]([O-:1])=[C:10]([CH3:11])[CH:9]=1 |f:3.4|. Procedure: 0.40 mol (30.6 g) hydroxy urea was dissolved in 600 ml of 1 M HCl and 0.50 mol (50.06 g) acetyl acetone were added dropwise under ice cooling, maintaining the internal temperature at 1-3° C. The solution was thawed to room temperature in an ice bath and stirred over night, then filtered off and evaporated to dryness. The residue was suspended with 400 ml of acetone, the mixture was cooled to −18° C., the solid filtered off and washed with a little ice-cold acetone. After drying, 45.5 g of crude ... Reactants: COCCO, Cc1ccccc1, CCOC(C)=O, [Cu]I, [F-], COc1ccc(Cn2nc(I)c3cc([N+](=O)[O-])cnc32)cc1, [K+], c1cnc2c(c1)ccc1cccnc12. Yields the product COCCOc1nn(Cc2ccc(OC)cc2)c2ncc([N+](=O)[O-])cc12. RXN SMILES: [CH3:39][O:40][CH2:41][CH2:42][OH:43].[CH3:44][c:45]1[cH:46][cH:47][cH:48][cH:49][cH:50]1.[CH3:51][CH2:52][O:53][C:54]([CH3:55])=[O:56].[Cu:57][I:58].[F-:37].[I:1][c:2]1[n:3][n:4]([CH2:14][c:15]2[cH:16][cH:17][c:18]([O:21][CH3:22])[cH:19][cH:20]2)[c:5]2[n:6][cH:7][c:8]([N+:11](=[O:12])[O-:13])[cH:9][c:10]12.[K+:38].[cH:23]1[cH:24][c:25]2[cH:26][cH:27][c:28]3[c:29]([c:30]2[n:31][cH:32]1)[n:33][cH:34][cH:35][cH:36]3>>[c:2]1([O:43][CH2:42][CH2:41][O:40][CH3:39])[n:3][n:4]([CH2:14][c:15]2[cH:16][cH:17][c:18]([O:21][CH3:22])[cH:19][cH:20]2)[c:5]2[n:6][cH:7][c:8]([N+:11](=[O:12])[O-:13])[cH:9][c:10]12. Starting materials: Cl.NC=1C=C(C(=O)C2CCNCC2)C=CC1 (4-(3-aminobenzoyl)piperidine HCl), C1C(C)O1 (propylene oxide), FC1=CC=C(C(=O)Cl)C=C1 (p-fluorobenzoyl chloride). Solvent: C(C)O (ethanol). Reaction conditions: time 4 hour. The product is Cl.FC1=CC=C(C(=O)NC=2C=C(C(=O)C3CCNCC3)C=CC2)C=C1 (4-[3-(4-fluorobenzamidyl)benzoyl]piperidine HCl). Yield: 93.9%. RXN SMILES: Cl.[NH2:2][C:3]1[CH:4]=[C:5]([CH:14]=[CH:15][CH:16]=1)[C:6]([CH:8]1[CH2:13][CH2:12][NH:11][CH2:10][CH2:9]1)=[O:7].C1OC1C.[F:21][C:22]1[CH:30]=[CH:29][C:25]([C:26]([Cl:28])=[O:27])=[CH:24][CH:23]=1>C(O)C>[ClH:28].[F:21][C:22]1[CH:30]=[CH:29][C:25]([C:26]([NH:2][C:3]2[CH:4]=[C:5]([CH:14]=[CH:15][CH:16]=2)[C:6]([CH:8]2[CH2:9][CH2:10][NH:11][CH2:12][CH2:13]2)=[O:7])=[O:27])=[CH:24][CH:23]=1 |f:0.1,5.6|. Procedure details: 4-(3-aminobenzoyl)piperidine HCl (10.87 g (45.15 mmol)) was suspended in absolute ethanol (220 mL) in presence of propylene oxide (3.185 g, 3.84 mL, 54.84 mmol) at room temperature for 15 min. p-fluorobenzoyl chloride (8.93 g, 6.65 mL, 56.44 mmol) was then added dropwise. During the addition, a partial dissolution was observed before the formation of a thick precipitate. The temperature rose from 22° C. to 33° C. during the acylation. The suspension was post-agitated at room temperature for 4 h....